Dataset: the Open Reaction Database (ORD), a public repository of structured organic reaction records. Task: describe an organic reaction: reactants, conditions, products, and yield Starting materials: CC(C)(C)O, CCN(CC)CCN1C(=O)C(O)(c2ccccc2Cl)c2c(Br)cc(C#N)cc21, [K+], [OH-]. Yields the product CCN(CC)CCN1C(=O)C(O)(c2ccccc2Cl)c2c(Br)cc(C(N)=O)cc21. As a reaction SMILES: [C:31]([OH:32])([CH3:33])([CH3:34])[CH3:35].[CH2:1]([CH3:2])[N:3]([CH2:4][CH2:5][N:6]1[C:7](=[O:26])[C:8]([c:18]2[c:19]([Cl:24])[cH:20][cH:21][cH:22][cH:23]2)([OH:25])[c:9]2[c:10]([Br:17])[cH:11][c:12]([C:15]#[N:16])[cH:13][c:14]21)[CH2:27][CH3:28].[K+:30].[OH-:29]>>[CH2:1]([CH3:2])[N:3]([CH2:4][CH2:5][N:6]1[C:7](=[O:26])[C:8]([c:18]2[c:19]([Cl:24])[cH:20][cH:21][cH:22][cH:23]2)([OH:25])[c:9]2[c:10]([Br:17])[cH:11][c:12]([C:15]([NH2:16])=[O:29])[cH:13][c:14]21)[CH2:27][CH3:28]. Reactants: [OH-].[La+3].[OH-].[OH-] (lanthanum hydroxide), P(=O)(OCC(CCCC)CC)(OCC(CCCC)CC)[O-] (di(2-ethylhexyl) phosphate), P(=O)(OCC(CCCC)CC)(OCC(CCCC)CC)[O-] (di(2-ethylhexyl) phosphate). Reagents/catalysts: Br (hydrobromic acid). The solvent is C1CCCCC1 (cyclohexane). Conditions: temperature 35 celsius, time 120 minute. Yields the product P(=O)(OCC(CCCC)CC)(OCC(CCCC)CC)[O-].[La+3].C(C)C(COP(=O)(OCC(CCCC)CC)[O-])CCCC.C(C)C(COP(=O)(OCC(CCCC)CC)[O-])CCCC (lanthanum di(2-ethylhexyl) phosphate). Yield: 499.5%. Reaction SMILES: [OH-].[La+3:2].[OH-].[OH-].[P:5]([O-:25])([O:16][CH2:17][CH:18]([CH2:23][CH3:24])[CH2:19][CH2:20][CH2:21][CH3:22])([O:7][CH2:8][CH:9]([CH2:14][CH3:15])[CH2:10][CH2:11][CH2:12][CH3:13])=[O:6]>Br.C1CCCCC1>[P:5]([O-:25])([O:7][CH2:8][CH:9]([CH2:14][CH3:15])[CH2:10][CH2:11][CH2:12][CH3:13])([O:16][CH2:17][CH:18]([CH2:23][CH3:24])[CH2:19][CH2:20][CH2:21][CH3:22])=[O:6].[La+3:2].[CH2:14]([CH:9]([CH2:10][CH2:11][CH2:12][CH3:13])[CH2:8][O:7][P:5]([O-:25])([O:16][CH2:17][CH:18]([CH2:23][CH3:24])[CH2:19][CH2:20][CH2:21][CH3:22])=[O:6])[CH3:15].[CH2:14]([CH:9]([CH2:10][CH2:11][CH2:12][CH3:13])[CH2:8][O:7][P:5]([O-:25])([O:16][CH2:17][CH:18]([CH2:23][CH3:24])[CH2:19][CH2:20][CH2:21][CH3:22])=[O:6])[CH3:15] |f:0.1.2.3,7.8.9.10|. Procedure: To a four neck flask of 200 ml are added 3.80 g (20 mmol) of lanthanum hydroxide, 19.94 g (60 mmol) of di(2-ethylhexyl) phosphate [Starting Material A] and 150 g of cyclohexane at 20° C., and then 675 mg (2.6 mmol) of 35% hydrobromic acid is added and agitated, whereby reaction is immediately started and a temperature of a reaction solution is raised up to 35° C. As the reaction solution becomes translucent while the reaction is continued at this temperature, the temperature of the reaction solu... Starting materials: COC(=O)C1(C(CCC1)=O)CC(=C)C (methyl-1-(2-methyl-2-propenyl)-2-oxo-1-cyclopentanecarboxylate), [Li+].[Cl-] (LiCl). Run in CN(C)P(=O)(N(C)C)N(C)C (HMPA). Conditions: temperature 73 celsius. The product is CC(CC1C(CCC1)=O)=C (2-(2-methyl-2-propenyl)-1-cyclopentanone). Reaction SMILES: COC([C:5]1([CH2:11][C:12]([CH3:14])=[CH2:13])[CH2:9][CH2:8][CH2:7][C:6]1=[O:10])=O.[Li+].[Cl-]>CN(P(N(C)C)(N(C)C)=O)C>[CH3:14][C:12](=[CH2:13])[CH2:11][CH:5]1[CH2:9][CH2:8][CH2:7][C:6]1=[O:10] |f:1.2|. Procedure details: A mixture of methyl-1-(2-methyl-2-propenyl)-2-oxo-1-cyclopentanecarboxylate (78.4 g), HMPA (hexamethylphosphoramide, 250 ml) and LiCl (34 g) is heated to 73° C. for 36 hrs. Extraction (3 times, ether/water) of the reaction product provides a brown oil which, upon fractional distillation (63° C.-75° C./5.32×102Pa), yields 2-(2-methyl-2-propenyl)-1-cyclopentanone. Reactants: C(CCC)[Li] (n-Butyllithium), solution, COC1=NC=C(C=C1)Br (2-methoxy-5-bromopyridine), [Cl-].[NH4+] (ammonium chloride), NC1=C(CO)C=C(C=C1C)I (2-Amino-5-iodo-3-methylbenzyl alcohol). The reagents and catalysts are [Cl-].[Zn+2].[Cl-] (zinc chloride), [Pd].C1(=CC=CC=C1)P(C1=CC=CC=C1)C1=CC=CC=C1.C1(=CC=CC=C1)P(C1=CC=CC=C1)C1=CC=CC=C1.C1(=CC=CC=C1)P(C1=CC=CC=C1)C1=CC=CC=C1.C1(=CC=CC=C1)P(C1=CC=CC=C1)C1=CC=CC=C1 (tetrakis(triphenylphosphine) palladium (0)). Run in CCCCCC (n-hexane), O1CCCC1 (tetrahydrofuran), O1CCCC1 (THF). Run at time 1 hour. The product is NC1=C(CO)C=C(C=C1C)C=1C=CC(=NC1)OC (2-Amino-5-(2-Methoxypyrid-5-yl)-3-methylbenzylalcohol). Reaction SMILES: C([Li])CCC.[CH3:6][O:7][C:8]1[CH:13]=[CH:12][C:11](Br)=[CH:10][N:9]=1.[NH2:15][C:16]1[C:23]([CH3:24])=[CH:22][C:21](I)=[CH:20][C:17]=1[CH2:18][OH:19].[Cl-].[NH4+]>CCCCCC.O1CCCC1.[Cl-].[Zn+2].[Cl-].[Pd].C1(P(C2C=CC=CC=2)C2C=CC=CC=2)C=CC=CC=1.C1(P(C2C=CC=CC=2)C2C=CC=CC=2)C=CC=CC=1.C1(P(C2C=CC=CC=2)C2C=CC=CC=2)C=CC=CC=1.C1(P(C2C=CC=CC=2)C2C=CC=CC=2)C=CC=CC=1>[NH2:15][C:16]1[C:23]([CH3:24])=[CH:22][C:21]([C:11]2[CH:12]=[CH:13][C:8]([O:7][CH3:6])=[N:9][CH:10]=2)=[CH:20][C:17]=1[CH2:18][OH:19] |f:3.4,7.8.9,10.11.12.13.14|. Procedure: n-Butyllithium (33 cm3 of a 1.6M solution in n-hexane) was added to a stirred solution of 2-methoxy-5-bromopyridine (9.4g) in tetrahydrofuran (THF) (70 cm3) at -70° under nitrogen. After stirring for 1 hour at -70° the mixture treated with a solution of anhydrous zinc chloride (14.2 g) in THF (70 cm3) and the mixture was warmed to room temperature. 2-Amino-5-iodo-3-methylbenzyl alcohol (3.9 g--see preparation 8) and tetrakis(triphenylphosphine) palladium (0) (0.4 g) were added and the mixture he... Starting materials: FC(C=1C=C(C=CC1)[C@H](C)N)(F)F ((S)-1-(3-(trifluoromethyl)phenyl)ethanamine), C(C)(C)(C)OC(=O)C1=C(C=CC=C1)C1=CC=C(C=C1)CN1C(=C(C2=CC(=CC=C12)C(=O)O)C)C (1-((2′-(tert-butoxycarbonyl)-[1,1′-biphenyl]-4-yl)methyl)-2,3-dimethyl-1H-indole-5-carboxylic acid). Yields the product CC=1N(C2=CC=C(C=C2C1C)C(N[C@@H](C)C1=CC(=CC=C1)C(F)(F)F)=O)CC1=CC=C(C=C1)C=1C(=CC=CC1)C(=O)O ((S)-4′-((2,3-dimethyl-5-((1-(3-(trifluoromethyl)phenyl)ethyl)carbamoyl)-1H-indol-1-yl)methyl)-[1,1′-biphenyl]-2-carboxylic acid). Reaction SMILES: [F:1][C:2]([F:13])([F:12])[C:3]1[CH:4]=[C:5]([C@@H:9]([NH2:11])[CH3:10])[CH:6]=[CH:7][CH:8]=1.C([O:18][C:19]([C:21]1[CH:26]=[CH:25][CH:24]=[CH:23][C:22]=1[C:27]1[CH:32]=[CH:31][C:30]([CH2:33][N:34]2[C:42]3[C:37](=[CH:38][C:39]([C:43](O)=[O:44])=[CH:40][CH:41]=3)[C:36]([CH3:46])=[C:35]2[CH3:47])=[CH:29][CH:28]=1)=[O:20])(C)(C)C>>[CH3:47][C:35]1[N:34]([CH2:33][C:30]2[CH:31]=[CH:32][C:27]([C:22]3[C:21]([C:19]([OH:20])=[O:18])=[CH:26][CH:25]=[CH:24][CH:23]=3)=[CH:28][CH:29]=2)[C:42]2[C:37]([C:36]=1[CH3:46])=[CH:38][C:39]([C:43](=[O:44])[NH:11][C@H:9]([C:5]1[CH:6]=[CH:7][CH:8]=[C:3]([C:2]([F:12])([F:13])[F:1])[CH:4]=1)[CH3:10])=[CH:40][CH:41]=2. Procedure: The title compound was prepared following the same general protocol as described in Step 8-9, Example 1, using the (S)-1-(3-(trifluoromethyl)phenyl)ethanamine and the 1-((2′-(tert-butoxycarbonyl)-[1,1′-biphenyl]-4-yl)methyl)-2,3-dimethyl-1H-indole-5-carboxylic acid. ESI-MS (m/z): 571 [M+H]+. The reactants are COC(=O)CCc1cc(C)c(-c2nc3ccc(-c4nnc(Nc5cccc(Cl)c5)o4)cc3[nH]2)c(C)c1, CO, [Na+], [OH-]. Product: Cc1cc(CCC(=O)O)cc(C)c1-c1nc2ccc(-c3nnc(Nc4cccc(Cl)c4)o3)cc2[nH]1. Reaction SMILES: [CH3:1][O:2][C:3]([CH2:4][CH2:5][c:6]1[cH:7][c:8]([CH3:35])[c:9](-[c:13]2[n:14][c:15]3[c:16]([nH:17]2)[cH:18][c:19](-[c:22]2[o:23][c:24]([NH:27][c:28]4[cH:29][c:30]([Cl:34])[cH:31][cH:32][cH:33]4)[n:25][n:26]2)[cH:20][cH:21]3)[c:10]([CH3:12])[cH:11]1)=[O:36].[CH3:39][OH:40].[Na+:38].[OH-:37]>>[O:2]=[C:3]([CH2:4][CH2:5][c:6]1[cH:7][c:8]([CH3:35])[c:9](-[c:13]2[n:14][c:15]3[c:16]([nH:17]2)[cH:18][c:19](-[c:22]2[o:23][c:24]([NH:27][c:28]4[cH:29][c:30]([Cl:34])[cH:31][cH:32][cH:33]4)[n:25][n:26]2)[cH:20][cH:21]3)[c:10]([CH3:12])[cH:11]1)[OH:36].